This data is from the Open Reaction Database (ORD), a public repository of structured organic reaction records. The task is: describe an organic reaction: reactants, conditions, products, and yield Procedure details: To a 10 oz. nitrogen purged bottle, hexane (20 mL), styrene (1 gr, 30% in hexane), butadiene (5 gr, 20% in hexane), oligomeric oxolanyl propane (OOPs) (0.03 mL, 1.6M solution) and butyl lithium (0.1 mL, 1.54M) would be added. The bottle would be placed into 80° C. water bath for 10 minutes. After cooling to 23° C., a charge of cinnamyl-1-methylpyrene ether (10 mL, 0.14M in cyclohexane) would be added into the bottle. After continual cooling for 5 minutes, a charge of DVB (0.5 mL) would be added ... Yields the product C=CC=C.C=CC1=CC=CC=C1 (Styrene Butadiene). Reaction SMILES: [CH2:1]=[CH:2][C:3]1C=CC=C[CH:4]=1.C=CC=C.O1CCCC1CCC.C([Li])CCC.C(C1C=C2C3=C4C(C=CC=C4C=C2)=CC=C3C=1C)[CH:27]=[CH:28][C:29]1[CH:34]=[CH:33][CH:32]=[CH:31][CH:30]=1.CCOCC>CCCCCC>[CH2:1]=[CH:2][CH:3]=[CH2:4].[CH2:27]=[CH:28][C:29]1[CH:34]=[CH:33][CH:32]=[CH:31][CH:30]=1 |f:4.5,7.8|. Reaction conditions: temperature 23 celsius, time 1 hour. The solvent is CCCCCC (hexane). The reactants are C=CC1=CC=CC=C1 (styrene), C=CC=C (butadiene), O1C(CCC1)CCC (oxolanyl propane), C(CCC)[Li] (butyl lithium), C(C=CC1=CC=CC=C1)C1=C(C2=CC=C3C=CC=C4C=CC(=C1)C2=C43)C.CCOCC (cinnamyl-1-methylpyrene ether). The reactants are BrN1C(CCC1=O)=O (N-bromosuccinimide), OC(C)(C1=CN=CS1)C1=CC=C(C(=O)OC)C=C1 (methyl 4-[1-hydroxy-1-(1,3-thiazol-5-yl)ethyl]benzoate), CN(C)C=O (DMF). Run in C(C)(=O)OCC (ethyl acetate). Run at time 8 hour. Product: EtOAc hexanes, BrC1=CN=C(S1)C(C)(O)C1=CC=C(C(=O)OC)C=C1 (methyl 4-[1-(5-bromo-1,3-thiazol-2-yl)-1-hydroxyethyl]benzoate). Yield: 57.7%. RXN SMILES: [Br:1]N1C(=O)CCC1=O.[OH:9][C:10]([C:17]1[CH:26]=[CH:25][C:20]([C:21]([O:23][CH3:24])=[O:22])=[CH:19][CH:18]=1)([C:12]1[S:16][CH:15]=NC=1)[CH3:11].C[N:28]([CH:30]=O)C>C(OCC)(=O)C>[Br:1][C:15]1[S:16][C:12]([C:10]([C:17]2[CH:18]=[CH:19][C:20]([C:21]([O:23][CH3:24])=[O:22])=[CH:25][CH:26]=2)([OH:9])[CH3:11])=[N:28][CH:30]=1. Procedure: N-bromosuccinimide (0.933 g, 5.24 mmol) was added to a solution of the product of Step 1 (1.15 g, 4.37 mmol) and DMF (8.73 ml). The resulting solution was stirred overnight at room temperature. The reaction was diluted with ethyl acetate and transferred to a separatory funnel. The organic layer was washed with aqueous saturated NaHCO3 and brine. The organic layer was dried over Na2SO4, filtered and concentrated. Flash chromatography (0-65% EtOAc/hexanes) afforded methyl 4-[1-(5-bromo-1,3-thiazol... Starting materials: NC=1C=C(OCCNC(OC(C)(C)C)=O)C=CC1 (tert-butyl 2-(3-aminophenoxy)ethylcarbamate), CC(CCC)S(=O)(=O)Cl (2-pentylsulfonyl chloride). Reagents/catalysts: CN(C)C=1C=CN=CC1 (DMAP). Solvent: N1=CC=CC=C1 (pyridine). Run at time 15 hour. Product: CC(CCC)S(=O)(=O)NC=1C=C(OCCNC(OC(C)(C)C)=O)C=CC1 (tert-butyl 2-(3-(1-methylbutylsulfonamido)phenoxy)ethylcarbamate). As a reaction SMILES: [NH2:1][C:2]1[CH:3]=[C:4]([CH:16]=[CH:17][CH:18]=1)[O:5][CH2:6][CH2:7][NH:8][C:9](=[O:15])[O:10][C:11]([CH3:14])([CH3:13])[CH3:12].[CH3:19][CH:20]([S:24](Cl)(=[O:26])=[O:25])[CH2:21][CH2:22][CH3:23]>CN(C1C=CN=CC=1)C.N1C=CC=CC=1>[CH3:19][CH:20]([S:24]([NH:1][C:2]1[CH:3]=[C:4]([CH:16]=[CH:17][CH:18]=1)[O:5][CH2:6][CH2:7][NH:8][C:9](=[O:15])[O:10][C:11]([CH3:14])([CH3:13])[CH3:12])(=[O:26])=[O:25])[CH2:21][CH2:22][CH3:23]. Procedure details: A mixture of tert-butyl 2-(3-aminophenoxy)ethylcarbamate (3) (210 mg, 1.1 mmol), 2-pentylsulfonyl chloride (4) (0.17 ml, 1.1 mmol) and DMAP (20 mg) in pyridine (5 ml) was stirred at room temperature under argon for 15 hours. The solvent was evaporated under reduced pressure. The residue was partitioned between EtOAc and 0.5 N HCl aq. The organic layer was washed with brine, dried over Na2SO4 and concentrated under reduced pressure. Purification by flash chromatography (40 to 60% EtOAc-hexanes gr... Product: c1cnc(N2CCN(CCCCn3cccn3)CC2)nc1. Reactants: O=C([O-])[O-], CN(C)C=O, [K+], [K+], BrCCCCN1CCN(c2ncccn2)CC1, c1cn[nH]c1. RXN SMILES: [C:23](=[O:24])([O-:25])[O-:26].[CH3:29][N:30]([CH3:31])[CH:32]=[O:33].[K+:27].[K+:28].[n:1]1[c:2]([N:7]2[CH2:8][CH2:9][N:10]([CH2:13][CH2:14][CH2:15][CH2:16][Br:17])[CH2:11][CH2:12]2)[n:3][cH:4][cH:5][cH:6]1.[nH:18]1[n:19][cH:20][cH:21][cH:22]1>>[n:1]1[c:2]([N:7]2[CH2:8][CH2:9][N:10]([CH2:13][CH2:14][CH2:15][CH2:16][n:18]3[n:19][cH:20][cH:21][cH:22]3)[CH2:11][CH2:12]2)[n:3][cH:4][cH:5][cH:6]1. Reactants: CC(COC(C)(C#N)C(F)(F)F)(NS(=O)(=O)c1ccccc1[N+](=O)[O-])c1cc(Br)ccc1F, CC(=O)NC(CS)C(=O)O, CO, [K+], [K+], O=C([O-])[O-]. Product: CC1(c2cc(Br)ccc2F)COC(C)(C(F)(F)F)C(N)=N1. As a reaction SMILES: [Br:1][c:2]1[cH:3][cH:4][c:5]([F:33])[c:6]([C:8]([CH2:9][O:10][C:11]([C:12]([F:13])([F:14])[F:15])([CH3:16])[C:17]#[N:18])([CH3:19])[NH:20][S:21]([c:22]2[cH:23][cH:24][cH:25][cH:26][c:27]2[N+:28]([O-:29])=[O:30])(=[O:31])=[O:32])[cH:7]1.[C:34]([NH:35][CH:36]([C:37]([OH:38])=[O:39])[CH2:40][SH:41])(=[O:42])[CH3:43].[CH3:50][OH:51].[K+:44].[K+:45].[O-:46][C:47]([O-:48])=[O:49]>>[Br:1][c:2]1[cH:3][cH:4][c:5]([F:33])[c:6]([C:8]2([CH3:19])[CH2:9][O:10][C:11]([C:12]([F:13])([F:14])[F:15])([CH3:16])[C:17]([NH2:18])=[N:20]2)[cH:7]1. As a reaction SMILES: [Br:1][C:2]1[CH:3]=[C:4]2[C:8](=[CH:9][CH:10]=1)[NH:7][C:6]([C:11]1[CH:16]=[CH:15][CH:14]=[CH:13][CH:12]=1)=[C:5]2[CH3:17].[CH3:18]I>CN(C=O)C>[Br:1][C:2]1[CH:3]=[C:4]2[C:8](=[CH:9][CH:10]=1)[N:7]([CH3:18])[C:6]([C:11]1[CH:16]=[CH:15][CH:14]=[CH:13][CH:12]=1)=[C:5]2[CH3:17]. Procedure: The desired product was prepared using a procedure similar to step 2 of example 3. Thus, 5-bromo-3-methyl-2-phenyl-1H-indole (1.413 g, 4.938 mmol) was reacted with k-t-butoxide (0.582 g, 5.185 mmol) and methyl iodide (0.736 g, 5.185 mmol) in DMF (15 ml) to give the desired product (1.364 g, 4.544 mmol, 92%) as an off-white solid, mp 77.5-80° C. 1H NMR (DMSO-d6) δ 2.17 (s, 3H), 3.58 (s, 3H), 7.27 (dd, J=1.8, 8.6 Hz, 1H), 7.42-7.48 (m, 4H), 7.54 (t, J=8.1 Hz, 2H), 7.71 (d, J=1.8 Hz, 1H); [EI], m/z... Isolated yield 92.0%. The solvent is CN(C)C=O (DMF). The reactants are BrC=1C=C2C(=C(NC2=CC1)C1=CC=CC=C1)C (5-bromo-3-methyl-2-phenyl-1H-indole), k-t-butoxide, CI (methyl iodide). Product: BrC=1C=C2C(=C(N(C2=CC1)C)C1=CC=CC=C1)C (5-Bromo-1,3-dimethyl-2-phenyl-1H-indole). Starting materials: Br, Br, CC(=O)O, Cc1cn(-c2ccc(N)c(C(F)(F)F)c2)c(C)n1. Yields the product Cc1cn(-c2cc(Br)c(N)c(C(F)(F)F)c2)c(C)n1. As a reaction SMILES: [Br:20].[BrH:19].[CH3:21][C:22](=[O:23])[OH:24].[NH2:1][c:2]1[c:3]([C:15]([F:16])([F:17])[F:18])[cH:4][c:5](-[n:8]2[c:9]([CH3:14])[n:10][c:11]([CH3:13])[cH:12]2)[cH:6][cH:7]1>>[NH2:1][c:2]1[c:3]([C:15]([F:16])([F:17])[F:18])[cH:4][c:5](-[n:8]2[c:9]([CH3:14])[n:10][c:11]([CH3:13])[cH:12]2)[cH:6][c:7]1[Br:19].